Dataset: the Open Reaction Database (ORD), a public repository of structured organic reaction records. Task: describe an organic reaction: reactants, conditions, products, and yield Starting materials: Cn1c(=O)c(Br)nc2cnn(-c3c(F)cccc3F)c21, O=C([O-])[O-], CCOC(C)=O, Cc1c(F)cc(C(=O)NC2CC2)cc1B1OC(C)(C)C(C)(C)O1, [Na+], [Na+], C1COCCO1. Yields the product Cc1c(F)cc(C(=O)NC2CC2)cc1-c1nc2cnn(-c3c(F)cccc3F)c2n(C)c1=O. Reaction SMILES: [Br:24][c:25]1[c:26](=[O:43])[n:27]([CH3:42])[c:28]2[c:29]([n:30]1)[cH:31][n:32][n:33]2-[c:34]1[c:35]([F:41])[cH:36][cH:37][cH:38][c:39]1[F:40].[C:50](=[O:51])([O-:52])[O-:53].[CH3:56][CH2:57][O:58][C:59]([CH3:60])=[O:61].[CH:1]1([NH:4][C:5]([c:6]2[cH:7][c:8]([F:22])[c:9]([CH3:21])[c:10]([B:12]3[O:13][C:14]([CH3:15])([CH3:16])[C:17]([CH3:18])([CH3:19])[O:20]3)[cH:11]2)=[O:23])[CH2:2][CH2:3]1.[Na+:54].[Na+:55].[O:44]1[CH2:45][CH2:46][O:47][CH2:48][CH2:49]1>>[CH:1]1([NH:4][C:5]([c:6]2[cH:7][c:8]([F:22])[c:9]([CH3:21])[c:10](-[c:25]3[c:26](=[O:43])[n:27]([CH3:42])[c:28]4[c:29]([n:30]3)[cH:31][n:32][n:33]4-[c:34]3[c:35]([F:41])[cH:36][cH:37][cH:38][c:39]3[F:40])[cH:11]2)=[O:23])[CH2:2][CH2:3]1.